Dataset: the Open Reaction Database (ORD), a public repository of structured organic reaction records. Task: describe an organic reaction: reactants, conditions, products, and yield Starting materials: C(CCCCCCC)(=O)O (octanoic acid), C([C@H](O)[C@@H](O)[C@H](O)CO)O (xylitol), P(O)(O)(O)=O (phosphoric acid). Run at temperature 150 celsius. Product: C(CCCCCCC)(=O)O.C([C@H](O)[C@@H](O)[C@H](O)CO)O (xylitol octanoate). As a reaction SMILES: [C:1]([OH:10])(=[O:9])[CH2:2][CH2:3][CH2:4][CH2:5][CH2:6][CH2:7][CH3:8].[CH2:11]([OH:20])[C@@H:12]([C@H:14]([C@@H:16]([CH2:18][OH:19])[OH:17])[OH:15])[OH:13].P(=O)(O)(O)O>>[C:1]([OH:10])(=[O:9])[CH2:2][CH2:3][CH2:4][CH2:5][CH2:6][CH2:7][CH3:8].[CH2:11]([OH:20])[C@@H:12]([C@H:14]([C@@H:16]([CH2:18][OH:19])[OH:17])[OH:15])[OH:13] |f:3.4|. Procedure details: 417.0 grams of octanoic acid was poured into a 2-liter round bottom flask with a short distillation head. A mechanical stirrer and short distillation head were attached and a heating mantle and a temperature controller was used to maintain temperature at approximately 150° C. 462.48 grams of xylitol was added slowly along with 32.422 grams of 75% phosphoric acid.